From a dataset of the Open Reaction Database (ORD), a public repository of structured organic reaction records. describe an organic reaction: reactants, conditions, products, and yield The reactants are Cl.C1(CC1)CN1C[C@@H]2CCC(C[C@]2(CC1)C1=CC(=CC=C1)OC)=O ((±)-trans-2-cyclopropylmethyl-4a-(3-methoxyphenyl)-6-oxo-1,2,3,4,4a,5,6,7,8,8a-decahydroisoquinoline hydrochloride), C(C)N(C(C(C(C)=O)=NNC1=CC=CC=C1)=O)CC (N,N-diethyl-2-phenylhydrazono-3-oxobutyramide), CC(=O)O[Na] (CH3COONa). Reagents/catalysts: [Zn] (zinc). Solvent: C(C)(=O)O (acetic acid). The product is Cl.C1(CC1)CN1C[C@H]2CC3=C(C[C@@]2(CC1)C1=CC(=CC=C1)OC)NC(=C3C)C(=O)N(CC)CC ((±)-trans-6-Cyclopropylmethyl-2-diethylaminocarbonyl-8a-(3-methoxyphenyl)-3-methyl-4,4a,5,6,7,8,8a,9-octahydro-1H-pyrrolo[2,3-g]isoquinoline hydrochloride). Isolated yield 57.9%. Reaction SMILES: [ClH:1].[CH:2]1([CH2:5][N:6]2[CH2:15][CH2:14][C@@:13]3([C:16]4[CH:21]=[CH:20][CH:19]=[C:18]([O:22][CH3:23])[CH:17]=4)[C@@H:8]([CH2:9][CH2:10][C:11](=O)[CH2:12]3)[CH2:7]2)[CH2:4][CH2:3]1.[CH2:25]([N:27]([CH2:42][CH3:43])[C:28](=[O:41])[C:29](=[N:33]NC1C=CC=CC=1)[C:30](=O)[CH3:31])[CH3:26].CC(O[Na])=O>[Zn].C(O)(=O)C>[ClH:1].[CH:2]1([CH2:5][N:6]2[CH2:15][CH2:14][C@:13]3([C:16]4[CH:21]=[CH:20][CH:19]=[C:18]([O:22][CH3:23])[CH:17]=4)[C@H:8]([CH2:9][C:10]4[C:30]([CH3:31])=[C:29]([C:28]([N:27]([CH2:42][CH3:43])[CH2:25][CH3:26])=[O:41])[NH:33][C:11]=4[CH2:12]3)[CH2:7]2)[CH2:4][CH2:3]1 |f:0.1,6.7|. Procedure: 0.28 g (0.80 mmol) of (±)-trans-2-cyclopropylmethyl-4a-(3-methoxyphenyl)-6-oxo-1,2,3,4,4a,5,6,7,8,8a-decahydroisoquinoline hydrochloride, 0.56 g (2.14 mmol) of N,N-diethyl-2-phenylhydrazono-3-oxobutyramide, 0.131 g (1.6 mmol) of CH3COONa, 0.402 g (6.16 mmol) of zinc dust and 10 ml of glacial acetic acid were treated as described in example 1. The residue was purified by flash chromatography ((i-Pr)2O/MeOH/conc. NH4OH 90:10:0.5). The product was dissolved in acetone and the solution brought to ac...